This data is from the Open Reaction Database (ORD), a public repository of structured organic reaction records. The task is: describe an organic reaction: reactants, conditions, products, and yield The reactants are CC(C)(C)OC(=O)OC(=O)OC(C)(C)C, CCOC(=O)c1sc(N)nc1C, CN(C)c1ccncc1, C1CCOC1. The product is CCOC(=O)c1sc(NOC(=O)OC(C)(C)C)nc1C. RXN SMILES: [C:13]([CH3:14])([CH3:15])([CH3:16])[O:17][C:18](=[O:19])[O:20][C:21]([O:22][C:23]([CH3:24])([CH3:25])[CH3:26])=[O:27].[CH2:1]([CH3:2])[O:3][C:4](=[O:5])[c:6]1[c:7]([CH3:12])[n:8][c:9]([NH2:11])[s:10]1.[CH3:28][N:29]([CH3:30])[c:31]1[cH:32][cH:33][n:34][cH:35][cH:36]1.[O:37]1[CH2:38][CH2:39][CH2:40][CH2:41]1>>[CH2:1]([CH3:2])[O:3][C:4](=[O:5])[c:6]1[c:7]([CH3:12])[n:8][c:9]([NH:11][O:20][C:18]([O:17][C:13]([CH3:14])([CH3:15])[CH3:16])=[O:19])[s:10]1. The reactants are O.NN (Hydrazine monohydrate), CN(C)C=C1CC(CCC1=O)NC(OC(C)(C)C)=O (tert-butyl {3-[(dimethylamino)methylene]-4-oxocyclohexyl}carbamate). The solvent is CO (methanol). The product is N1N=CC=2CC(CCC12)NC(OC(C)(C)C)=O (tert-Butyl 4,5,6,7-tetrahydroindazol-5-ylcarbamate). Isolated yield 55.3%. RXN SMILES: O.[NH2:2]N.C[N:5]([CH:7]=[C:8]1[C:13](=O)[CH2:12][CH2:11][CH:10]([NH:15][C:16](=[O:22])[O:17][C:18]([CH3:21])([CH3:20])[CH3:19])[CH2:9]1)C>CO>[NH:2]1[C:13]2[CH2:12][CH2:11][CH:10]([NH:15][C:16](=[O:22])[O:17][C:18]([CH3:21])([CH3:20])[CH3:19])[CH2:9][C:8]=2[CH:7]=[N:5]1 |f:0.1|. Procedure: Hydrazine monohydrate (0.11 mL, 2.35 mmol) was added to a solution of tert-butyl {3-[(dimethylamino)methylene]-4-oxocyclohexyl}carbamate obtained in Example (242a) (526 mg, 1.96 mmol) in methanol (10 mL), and the mixture was heated under reflux for 18 hours. The reaction solution was concentrated. The resulting residue was azeotropically distilled with toluene and then purified by silica gel column chromatography (elution solvent: dichloromethane/methanol 20/1) to obtain 257 mg of the title comp... Reactants: O=C([O-])[O-], C1CCOC1, Cn1cc(B2OC(C)(C)C(C)(C)O2)cn1, CC(C)OC(=O)N1CCC(Oc2cccc3c2CCN3c2ccc(I)cc2)CC1, [Na+], [Na+], Cl[Pd]Cl, c1ccc(P(c2ccccc2)c2ccccc2)cc1, c1ccc(P(c2ccccc2)c2ccccc2)cc1. Product: CC(C)OC(=O)N1CCC(Oc2cccc3c2CCN3c2ccc(-c3cnn(C)c3)cc2)CC1. Reaction SMILES: [C:45](=[O:46])([O-:47])[O-:48].[CH2:92]1[O:93][CH2:94][CH2:95][CH2:96]1.[CH3:30][n:31]1[n:32][cH:33][c:34]([B:36]2[O:37][C:38]([CH3:39])([CH3:40])[C:41]([CH3:42])([CH3:43])[O:44]2)[cH:35]1.[I:1][c:2]1[cH:3][cH:4][c:5]([N:8]2[CH2:9][CH2:10][c:11]3[c:12]([O:17][CH:18]4[CH2:19][CH2:20][N:21]([C:24](=[O:25])[O:26][CH:27]([CH3:28])[CH3:29])[CH2:22][CH2:23]4)[cH:13][cH:14][cH:15][c:16]32)[cH:6][cH:7]1.[Na+:49].[Na+:50].[Pd:51]([Cl:52])[Cl:53].[c:54]1([P:55]([c:56]2[cH:57][cH:58][cH:59][cH:60][cH:61]2)[c:62]2[cH:63][cH:64][cH:65][cH:66][cH:67]2)[cH:68][cH:69][cH:70][cH:71][cH:72]1.[c:73]1([P:74]([c:75]2[cH:76][cH:77][cH:78][cH:79][cH:80]2)[c:81]2[cH:82][cH:83][cH:84][cH:85][cH:86]2)[cH:87][cH:88][cH:89][cH:90][cH:91]1>>[c:2]1(-[c:34]2[cH:33][n:32][n:31]([CH3:30])[cH:35]2)[cH:3][cH:4][c:5]([N:8]2[CH2:9][CH2:10][c:11]3[c:12]([O:17][CH:18]4[CH2:19][CH2:20][N:21]([C:24](=[O:25])[O:26][CH:27]([CH3:28])[CH3:29])[CH2:22][CH2:23]4)[cH:13][cH:14][cH:15][c:16]32)[cH:6][cH:7]1. Starting materials: C1CCOC1, COC(=O)c1cc(Sc2ccccc2OC)c([N+](=O)[O-])s1. The product is COC(=O)c1cc(Sc2ccccc2OC)c(N)s1. As a reaction SMILES: [CH2:22]1[O:23][CH2:24][CH2:25][CH2:26]1.[CH3:1][O:2][C:3](=[O:4])[c:5]1[s:6][c:7]([N+:19]([O-:20])=[O:21])[c:8]([S:10][c:11]2[c:12]([O:17][CH3:18])[cH:13][cH:14][cH:15][cH:16]2)[cH:9]1>>[CH3:1][O:2][C:3](=[O:4])[c:5]1[s:6][c:7]([NH2:19])[c:8]([S:10][c:11]2[c:12]([O:17][CH3:18])[cH:13][cH:14][cH:15][cH:16]2)[cH:9]1. Starting materials: D-aminoacid, CC1=C(C(=C(C=N1)COP(=O)(O)O)C=O)O (pyridoxal phosphate), C(CC(C(=O)O)N)CC(=O)O (D-α-aminoadipic acid), O=C(C(=O)[O-])CCC(=O)[O-] (α-ketoglutarate). Solvent: P(=O)([O-])([O-])[O-].[K+].[K+].[K+] (potassium phosphate). Product: N[C@H](CCC(=O)O)C(=O)O (D-glutamic acid). Reaction SMILES: C(CC(O)=O)CC([NH2:7])C(O)=O.O=[C:13]([CH2:17][CH2:18][C:19]([O-:21])=[O:20])[C:14]([O-:16])=[O:15].CC1N=CC(COP(O)(O)=O)=C(C=O)C=1O>P([O-])([O-])([O-])=O.[K+].[K+].[K+]>[NH2:7][C@@H:13]([C:14]([OH:16])=[O:15])[CH2:17][CH2:18][C:19]([OH:21])=[O:20] |f:3.4.5.6|. Reported procedure: To measure the D-aminoacid transaminase activity, D-α-aminoadipic acid (20 mmolar), α-ketoglutarate (10 mmolar) and pyridoxal phosphate (10 μg/ml) are incubated with the enzyme in potassium phosphate buffer (10 mmolar), pH 8, at a temperature of 37° C. This results in the formation of D-glutamic acid which can be determined by thin-layer chromatography after spraying with ninhydrin. Starting materials: [Al+3], CCOCC, [H-], [H-], [H-], [H-], [Li+], CCOC(=O)c1cccc(-c2ccco2)c1. Yields the product OCc1cccc(-c2ccco2)c1. As a reaction SMILES: [Al+3:18].[CH2:23]([O:24][CH2:25][CH3:26])[CH3:27].[H-:17].[H-:20].[H-:21].[H-:22].[Li+:19].[o:1]1[c:2](-[c:6]2[cH:7][c:8]([C:9](=[O:10])[O:11][CH2:12][CH3:13])[cH:14][cH:15][cH:16]2)[cH:3][cH:4][cH:5]1>>[o:1]1[c:2](-[c:6]2[cH:7][c:8]([CH2:9][OH:10])[cH:14][cH:15][cH:16]2)[cH:3][cH:4][cH:5]1.